Dataset: the Open Reaction Database (ORD), a public repository of structured organic reaction records. Task: describe an organic reaction: reactants, conditions, products, and yield The reactants are OCCN1CCN(CC1)C1=CC=C(C=O)C=C1 (4-[4'-(2"-hydroxyethyl)piperazino]benzaldehyde), NN1C(SCC1=O)=S (3-aminorhodanine), C1(=CC=CC=C1)C (toluene). Solvent: C(C)(=O)O (acetic acid). Yields the product OCCN1CCN(CC1)C=1C=CC=C(C=C2C(N(C(S2)=S)N)=O)C1 (5-[4'-(2"-hydroxyethyl)piperazino]benzylidene-3-aminorhodanine). As a reaction SMILES: [OH:1][CH2:2][CH2:3][N:4]1[CH2:9][CH2:8][N:7]([C:10]2[CH:17]=[CH:16][C:13](C=O)=[CH:12][CH:11]=2)[CH2:6][CH2:5]1.[NH2:18][N:19]1[C:23](=[O:24])[CH2:22][S:21][C:20]1=[S:25].[C:26]1(C)C=CC=CC=1>C(O)(=O)C>[OH:1][CH2:2][CH2:3][N:4]1[CH2:5][CH2:6][N:7]([C:10]2[CH:11]=[CH:12][CH:13]=[C:16]([CH:17]=2)[CH:26]=[C:22]2[S:21][C:20](=[S:25])[N:19]([NH2:18])[C:23]2=[O:24])[CH2:8][CH2:9]1. Procedure details: An admixture of 4.7 grams of 4-[4'-(2"-hydroxyethyl)piperazino]benzaldehyde (0.02 mol), 3.0 grams of 3-aminorhodanine (0.02 mol), toluene (30 mL), and glacial acetic acid (5 mL) was refluxed for 4 hours. The admixture was then cooled to room temperature and the solvent was decanted. The remaining paste was triturated with ethanol and then filtered off and dried. Starting materials: O1CCC2=C1C=CC=C2[C@H]2[C@@H](C2)CNC(CC)=O ((trans)-N-[[2-(2,3-dihydrobenzofuran-4-yl)cyclopropyl]methyl]propanamide), [H-].[Na+] (sodium hydride), IC (iodomethane). Solvent: C1CCOC1 (THF). Run at time 0.5 hour. Product: CN(C(CC)=O)C[C@H]1[C@@H](C1)C1=CC=CC2=C1CCO2 ((trans)-N-Methyl-N-[[2-(2,3-dihydrobenzofuran-4-yl)cyclopropyl]methyl]propanamide). Isolated yield 57.8%. Reaction SMILES: [O:1]1[C:5]2[CH:6]=[CH:7][CH:8]=[C:9]([C@@H:10]3[CH2:12][C@H:11]3[CH2:13][NH:14][C:15](=[O:18])[CH2:16][CH3:17])[C:4]=2[CH2:3][CH2:2]1.[H-].[Na+].I[CH3:22]>C1COCC1>[CH3:22][N:14]([CH2:13][C@@H:11]1[CH2:12][C@H:10]1[C:9]1[C:4]2[CH2:3][CH2:2][O:1][C:5]=2[CH:6]=[CH:7][CH:8]=1)[C:15](=[O:18])[CH2:16][CH3:17] |f:1.2|. Reported procedure: To a solution of (trans)-N-[[2-(2,3-dihydrobenzofuran-4-yl)cyclopropyl]methyl]propanamide (120 mg, 0.6 mmol) in THF (1.5 mL) was added sodium hydride (30 mg of 60%, 0.75 mmol). The mixture was allowed to stir for 0.5 h and iodomethane (140 mg, 1 mmol) was added. After stirring for 18 h, the solution was concentrated in vacuo. The residue was dissolved in acetonitrile and washed with hexane. The acetonitrile solution was concentrated in vacuo and the residue purified by chromatography on silica e... Reported procedure: 14.2 parts of 1-(4-chloro-2-difluoromethoxyphenyl)-2-(1H-1,2,4-triazolyl)ethan-1-one and 100 ml of n-butanol in 450 ml of abs. toluene are heated in the presence of 9.4 parts of p-toluenesulfonic acid for 5 hours under reflux, while removing the water of reaction with a water separator. After cooling to 60° C., 33 parts of 3-chloro-1,2-propanediol and a further 18 parts of p-toluenesulfonic acid are added and the batch is refluxed for 80 hours while removing the water of reaction with a water se... Run at temperature 60 celsius. Reactants: ClC1=CC(=C(C=C1)C(CN1N=CN=C1)=O)OC(F)F (1-(4-chloro-2-difluoromethoxyphenyl)-2-(1H-1,2,4-triazolyl)ethan-1-one), C(CCC)O (n-butanol), ClCC(CO)O (3-chloro-1,2-propanediol), C1(=CC=C(C=C1)S(=O)(=O)O)C (p-toluenesulfonic acid), C1(=CC=C(C=C1)S(=O)(=O)O)C (p-toluenesulfonic acid). Run in C1(=CC=CC=C1)C (toluene). Reaction SMILES: [Cl:1][C:2]1[CH:7]=[CH:6][C:5]([C:8](=[O:15])[CH2:9][N:10]2[CH:14]=[N:13][CH:12]=[N:11]2)=[C:4]([O:16][CH:17]([F:19])[F:18])[CH:3]=1.C(O)CCC.C1(C)C=CC(S(O)(=O)=O)=CC=1.[Cl:36][CH2:37][CH:38]([OH:41])[CH2:39]O>C1(C)C=CC=CC=1>[F:18][CH:17]([F:19])[O:16][C:4]1[CH:3]=[C:2]([Cl:1])[CH:7]=[CH:6][C:5]=1[C:8]1([CH2:9][N:10]2[CH:14]=[N:13][CH:12]=[N:11]2)[O:41][CH:38]([CH2:37][Cl:36])[CH2:39][O:15]1. The product is FC(OC1=C(C=CC(=C1)Cl)C1(OCC(O1)CCl)CN1N=CN=C1)F (2-[2'-Difluoromethoxy-4'-chlorophenyl]-2-[1H-1,2,4-triazolylmethyl]-4-chloromethyl-1,3-dioxolane). Starting materials: C(C)(=O)Cl (Acetyl chloride), C1(CCCCC1)(CC(=O)O)CC(=O)O (1,1-cyclohexanediacetic acid). Reaction conditions: temperature 100 celsius, time 15 minute. The product is C12(CCCCC1)CC(=O)OC(C2)=O (1,1-Cyclohexanediacetic Anhydride). As a reaction SMILES: C(Cl)(=O)C.[C:5]1([CH2:15][C:16]([OH:18])=[O:17])([CH2:11][C:12]([OH:14])=O)[CH2:10][CH2:9][CH2:8][CH2:7][CH2:6]1>>[C:5]12([CH2:11][C:12](=[O:14])[O:18][C:16](=[O:17])[CH2:15]1)[CH2:6][CH2:7][CH2:8][CH2:9][CH2:10]2. Procedure: Acetyl chloride (35 ml, 492 mmol) was added to 1,1-cyclohexanediacetic acid (25 g, 125 mmol) in a round bottom flask and the suspension was heated for 3 hrs. at 0° C. using an oil bath. After about 15 min. the suspension became clear. The reaction was attached to a short path condenser and was heated to 100° C. under vacuum to remove volatile by products. 1HNMR indicated no starting diacid and GC indicated >99% purity. Upon cooling to room temperature the anhydride solidified. 1H-NMR (CDCl3): δ6... Starting materials: C=CCOC(=O)COc1ccc(NC(C)=O)cc1C(=O)NCc1ccc(Br)cc1F, C1COCCO1, CCOC(C)=O, O. Yields the product CC(=O)Nc1ccc(OCC(=O)O)c(C(=O)NCc2ccc(Br)cc2F)c1. Reaction SMILES: [CH2:1]([CH:2]=[CH2:3])[O:4][C:5]([CH2:6][O:7][c:8]1[c:9]([C:18]([NH:19][CH2:20][c:21]2[c:22]([F:28])[cH:23][c:24]([Br:27])[cH:25][cH:26]2)=[O:29])[cH:10][c:11]([NH:14][C:15]([CH3:16])=[O:17])[cH:12][cH:13]1)=[O:30].[CH2:32]1[O:33][CH2:34][CH2:35][O:36][CH2:37]1.[CH3:38][CH2:39][O:40][C:41](=[O:42])[CH3:43].[OH2:31]>>[O:4]=[C:5]([CH2:6][O:7][c:8]1[c:9]([C:18]([NH:19][CH2:20][c:21]2[c:22]([F:28])[cH:23][c:24]([Br:27])[cH:25][cH:26]2)=[O:29])[cH:10][c:11]([NH:14][C:15]([CH3:16])=[O:17])[cH:12][cH:13]1)[OH:30]. Starting materials: C(#N)C1=NC=CC=C1F (2-cyano-3-fluoropyridine), Cl (HCl). Reagents/catalysts: [Pd] (Pd/C). Run in C(C)O (ethanol). Yields the product Cl.Cl.NCC1=NC=CC=C1F (2-Aminomethyl-3-fluoropyridine dihydrochloride). Yield: 90.0%. Reaction SMILES: [C:1]([C:3]1[C:8]([F:9])=[CH:7][CH:6]=[CH:5][N:4]=1)#[N:2].[ClH:10]>C(O)C.[Pd]>[ClH:10].[ClH:10].[NH2:2][CH2:1][C:3]1[C:8]([F:9])=[CH:7][CH:6]=[CH:5][N:4]=1 |f:4.5.6|. Procedure details: Dissolve 2-cyano-3-fluoropyridine (300 mg, 2.457 mmol) in absolute ethanol (12 mL). Add 10% Pd/C (93 mg) and concentrated HCl (0.614 mL, 7.37 mmol). Hydrogenate at 40 psi overnight. Filter through Celite® and concentrate in vacuo to give the title compound as a solid (440 mg, 90%). MS (ES+) m/z: 127 (M+H)+. The reactants are N1=CC=CC=C1 (pyridine), Cl.C(C)OC([C@@H](C[C@@H](CC1=CC=C(C=C1)C1=CC=CC=C1)N)C)=O ((2R,4S)-4-amino-5-biphenyl-4-yl-2-methyl-pentanoic acid ethyl ester hydrochloride), Cl.C(C)OC([C@@H](C[C@@H](CC1=CC=C(C=C1)C1=CC=CC=C1)N)C)=O ((2R,4S)-4-amino-5-biphenyl-4-yl-2-methyl-pentanoic acid ethyl ester hydrochloride), COC(C1=CC(=CC=C1)C(=O)Cl)=O (3-chlorocarbonylbenzoic acid methyl ester). The solvent is C(Cl)Cl (methylene chloride). Run at time 24 hour. The product is C1(=CC=C(C=C1)C[C@H](C[C@@H](C)C(=O)OCC)NC(C=1C=C(C(=O)O)C=CC1)=O)C1=CC=CC=C1 (N-((1S,3R)-1-biphenyl-4-ylmethyl-3-ethoxycarbonyl-butyl)-isophthalamic acid). As a reaction SMILES: Cl.[CH2:2]([O:4][C:5](=[O:24])[C@H:6]([CH3:23])[CH2:7][C@H:8]([NH2:22])[CH2:9][C:10]1[CH:15]=[CH:14][C:13]([C:16]2[CH:21]=[CH:20][CH:19]=[CH:18][CH:17]=2)=[CH:12][CH:11]=1)[CH3:3].C[O:26][C:27](=[O:37])[C:28]1[CH:33]=[CH:32][CH:31]=[C:30]([C:34](Cl)=[O:35])[CH:29]=1.N1C=CC=CC=1>C(Cl)Cl>[C:13]1([C:16]2[CH:21]=[CH:20][CH:19]=[CH:18][CH:17]=2)[CH:12]=[CH:11][C:10]([CH2:9][C@@H:8]([NH:22][C:34](=[O:35])[C:30]2[CH:29]=[C:28]([CH:33]=[CH:32][CH:31]=2)[C:27]([OH:37])=[O:26])[CH2:7][C@H:6]([C:5]([O:4][CH2:2][CH3:3])=[O:24])[CH3:23])=[CH:15][CH:14]=1 |f:0.1|. Procedure details: To a mixture of (2R,4S)-4-amino-5-biphenyl-4-yl-2-methyl-pentanoic acid ethyl ester hydrochloride (Intermediate 29: 70 mg, 0.201 mmol) and 3-chlorocarbonylbenzoic acid methyl ester (0.302 mmol) in methylene chloride (0.5 mL) is added pyridine (0.5 mL) and the mixture is stirred at room temperature for 24 hours. The solvents are removed under reduced pressure and ethyl acetate is added. The solution is washed with aqueous 1M HCl and brine and the organic phase is dried over sodium sulfate. The so... The reactants are NC1=C(C#N)C(=CC=C1)OCC1CCN(CC1)C(C1=CC(=CC=C1)O)=O (2-amino-6-((1-(3-hydroxybenzoyl)piperidin-4-yl)methoxy)benzonitrile), O=C(CC(=O)OCC)C (ethyl 3-oxobutanoate). The product is NC1=C(C(=NC2=CC=CC(=C12)OCC1CCN(CC1)C(C1=CC(=CC=C1)O)=O)C)C(=O)OCC (ethyl 4-amino-5-((1-(3-hydroxybenzoyl)piperidin-4-yl)methoxy)-2-methylquinoline-3-carboxylate). RXN SMILES: [NH2:1][C:2]1[CH:9]=[CH:8][CH:7]=[C:6]([O:10][CH2:11][CH:12]2[CH2:17][CH2:16][N:15]([C:18](=[O:26])[C:19]3[CH:24]=[CH:23][CH:22]=[C:21]([OH:25])[CH:20]=3)[CH2:14][CH2:13]2)[C:3]=1[C:4]#[N:5].O=[C:28]([CH3:35])[CH2:29][C:30]([O:32][CH2:33][CH3:34])=[O:31]>>[NH2:5][C:4]1[C:3]2[C:2](=[CH:9][CH:8]=[CH:7][C:6]=2[O:10][CH2:11][CH:12]2[CH2:13][CH2:14][N:15]([C:18](=[O:26])[C:19]3[CH:24]=[CH:23][CH:22]=[C:21]([OH:25])[CH:20]=3)[CH2:16][CH2:17]2)[N:1]=[C:28]([CH3:35])[C:29]=1[C:30]([O:32][CH2:33][CH3:34])=[O:31]. Procedure: Prepared as in Example 2a from 2-amino-6-((1-(3-hydroxybenzoyl)piperidin-4-yl)methoxy)benzonitrile (Example 34b) and ethyl 3-oxobutanoate as a yellow solid (49%). 1H NMR (400 MHz, DMSO-d6) δ 1.24 (m, 2H), 1.31 (t, J=4.0 Hz, 3H), 1.77-1.89 (m, 2H), 2.22 (brs, 1H), 2.55 (s, 3H), 2.79 (brs, 1H), 3.04 (brs, 1H), 3.64 (brs, 1H), 4.10 (m, 2H), 4.32 (q, J=8.0 Hz, 2H), 4.49 (brs, 1H), 6.71-6.82 (m, 3H), 6.93 (d, J=8.0 Hz, 1H), 7.19-7.25 (m, 2H), 7.52 (t, J=8.0 Hz, 1H), 8.06 (brs, 2H), 9.64 (s, 1H). MS 4...